This data is from the Open Reaction Database (ORD), a public repository of structured organic reaction records. The task is: describe an organic reaction: reactants, conditions, products, and yield Reactants: ClC1=C(C=C(C(=O)O)C=C1)S(N(C)C)(=O)=O (4-chloro-3-dimethylsulfamoylbenzoic acid), N1CCNCC1 (piperazine), Cl (HCl). Run in O (water). Run at time 1 hour. The product is CN(S(=O)(=O)C=1C=C(C(=O)O)C=CC1N1CCNCC1)C (3-Dimethylsulfamoyl-4-(piperazine-1-yl)-benzoic acid). As a reaction SMILES: Cl[C:2]1[CH:10]=[CH:9][C:5]([C:6]([OH:8])=[O:7])=[CH:4][C:3]=1[S:11](=[O:16])(=[O:15])[N:12]([CH3:14])[CH3:13].[NH:17]1[CH2:22][CH2:21][NH:20][CH2:19][CH2:18]1.Cl>O>[CH3:13][N:12]([CH3:14])[S:11]([C:3]1[CH:4]=[C:5]([CH:9]=[CH:10][C:2]=1[N:17]1[CH2:22][CH2:21][NH:20][CH2:19][CH2:18]1)[C:6]([OH:8])=[O:7])(=[O:16])=[O:15]. Procedure details: 264 Grams of 4-chloro-3-dimethylsulfamoylbenzoic acid (1.0 mole) and 345 g of anhydrous piperazine were heated at 130° C., while stirring, for 1 hour. Subsequently the reaction mixture was dissolved in 2 l of water and the pH value was adjusted to 7 with 5N HCl. After having stood over night, the crystalline precipitate was suction-filtered, washed with water and tetrahydrofurane and recrystallized from water. Reactants: CC=1C=C(C(=O)C2=C(SC=3N(C(C=CC32)=O)C3=CC=CC=C3)C(=O)OCC)C=CC1 (Ethyl 3-(3-methylbenzoyl)-6-oxo-7-phenyl-6,7-dihydrothieno[2,3-b]pyridine-2-carboxylate), [OH-].[Na+] (NaOH). The solvent is CCO (EtOH). The product is CC=1C=C(C(=O)C2=C(SC=3N(C(C=CC32)=O)C3=CC=CC=C3)C(=O)O)C=CC1 (3-(3-Methylbenzoyl)-6-oxo-7-phenyl-6,7-dihydrothieno[2,3-b]pyridine-2-carboxylic acid). Isolated yield 81.4%. Reaction SMILES: [CH3:1][C:2]1[CH:3]=[C:4]([CH:28]=[CH:29][CH:30]=1)[C:5]([C:7]1[C:15]2[CH:14]=[CH:13][C:12](=[O:16])[N:11]([C:17]3[CH:22]=[CH:21][CH:20]=[CH:19][CH:18]=3)[C:10]=2[S:9][C:8]=1[C:23]([O:25]CC)=[O:24])=[O:6].[OH-].[Na+]>CCO>[CH3:1][C:2]1[CH:3]=[C:4]([CH:28]=[CH:29][CH:30]=1)[C:5]([C:7]1[C:15]2[CH:14]=[CH:13][C:12](=[O:16])[N:11]([C:17]3[CH:22]=[CH:21][CH:20]=[CH:19][CH:18]=3)[C:10]=2[S:9][C:8]=1[C:23]([OH:25])=[O:24])=[O:6] |f:1.2|. Procedure details: A mixture of Example 1 (4.23 g, 10 mmol) and 0.25M NaOH(aq) (48 ml, 12 mmol) in EtOH (100 ml) was heated at reflux for 1 h. The solution was cooled to r.t. and the solvent removed in vacuo. The residue was dissolved in water (ca. 10 ml) and poured into 2M HCl(aq) (200 ml). The precipitate was filtered and dried in vacuo to give the title compound as a white solid (3.17 g, 81%). δH (DMSO-d6) 7.64-7.53 (7H, m), 7.48-7.43 (2H, m), 7.39 (1H, t, J 7.6 Hz), 6.49 (1H, d, J 9.6 Hz), 2.32 (3H, s). LCMS (...